Dataset: the Open Reaction Database (ORD), a public repository of structured organic reaction records. Task: describe an organic reaction: reactants, conditions, products, and yield Reaction SMILES: [CH3:1][Si:2]([C:5]#[C:6][C:7]1[CH:15]=[C:14]2[C:10]([CH2:11][CH2:12][NH:13]2)=[CH:9][CH:8]=1)([CH3:4])[CH3:3].Cl[C:17]1[C:26]2[C:21](=[CH:22][C:23]([O:29][CH3:30])=[C:24]([O:27][CH3:28])[CH:25]=2)[N:20]=[CH:19][N:18]=1>CN1CCCC1=O>[CH3:28][O:27][C:24]1[CH:25]=[C:26]2[C:21](=[CH:22][C:23]=1[O:29][CH3:30])[N:20]=[CH:19][N:18]=[C:17]2[N:13]1[C:14]2[C:10](=[CH:9][CH:8]=[C:7]([C:6]#[C:5][Si:2]([CH3:3])([CH3:4])[CH3:1])[CH:15]=2)[CH2:11][CH2:12]1. The solvent is CN1C(CCC1)=O (N-methyl-pyrrolidinone). Reactants: C[Si](C)(C)C#CC1=CC=C2CCNC2=C1 (6-trimethylsilanylethynyl-indoline), ClC1=NC=NC2=CC(=C(C=C12)OC)OC (4-chloro-6,7-dimethoxy-quinazoline). Procedure: Utilizing a procedure analogous to that described in Example 47, this product was prepared in 93% yield from 6-trimethylsilanylethynyl-indoline (1.1 eq.), and 4-chloro-6,7-dimethoxy-quinazoline (1.0 eq) in N-methyl-pyrrolidinone. (LC-MS: 404 (MH+); anal. RP18-HPLC RT: 6.49 min.). The yield is 93.0%. The product is COC=1C=C2C(=NC=NC2=CC1OC)N1CCC2=CC=C(C=C12)C#C[Si](C)(C)C (6,7-Dimethoxy-4-(6-trimethylsilanylethynyl-2,3-dihydro-indol-1-yl)-quinazoline). The reactants are C(#N)C=1C=CC(=C(C1)C1=CC=C(C=C1)C(=O)O)C (5′-cyano-2′-methyl-biphenyl-4-carboxylic acid), O=S1(CCN(CC1)CC1=CC=C(C=C1)N)=O (4-(1,1-dioxo-1lambda*6*-thiomorpholin-4-ylmethyl)-phenylamine), CCN=C=NCCCN(C)C (EDAC), C=1C=CC2=C(C1)N=NN2O (HOBT), CN1CCOCC1 (N-methylmorpholine). Run in CN(C)C=O (DMF), O (Water). Conditions: time 18 hour. Yields the product O=S1(CCN(CC1)CC1=CC=C(C=C1)NC(=O)C1=CC=C(C=C1)C1=C(C=CC(=C1)C#N)C)=O (5′-Cyano-2′-methyl-biphenyl-4-carboxylic acid [4-(1,1-dioxo-1lambda*6*-thiomorpholin-4-ylmethyl)-phenyl]-amide). Reaction SMILES: [C:1]([C:3]1[CH:4]=[CH:5][C:6]([CH3:18])=[C:7]([C:9]2[CH:14]=[CH:13][C:12]([C:15]([OH:17])=O)=[CH:11][CH:10]=2)[CH:8]=1)#[N:2].[O:19]=[S:20]1(=[O:34])[CH2:25][CH2:24][N:23]([CH2:26][C:27]2[CH:32]=[CH:31][C:30]([NH2:33])=[CH:29][CH:28]=2)[CH2:22][CH2:21]1.CCN=C=NCCCN(C)C.C1C=CC2N(O)N=NC=2C=1.CN1CCOCC1>CN(C=O)C.O>[O:34]=[S:20]1(=[O:19])[CH2:21][CH2:22][N:23]([CH2:26][C:27]2[CH:32]=[CH:31][C:30]([NH:33][C:15]([C:12]3[CH:11]=[CH:10][C:9]([C:7]4[CH:8]=[C:3]([C:1]#[N:2])[CH:4]=[CH:5][C:6]=4[CH3:18])=[CH:14][CH:13]=3)=[O:17])=[CH:29][CH:28]=2)[CH2:24][CH2:25]1. Procedure details: A mixture of 5′-cyano-2′-methyl-biphenyl-4-carboxylic acid (100 mg), 4-(1,1-dioxo-1lambda*6*-thiomorpholin-4-ylmethyl)-phenylamine (101 mg), EDAC (81 mg), HOBT (57 mg) and N-methylmorpholine (0.09 ml) in dry DMF (2 ml) was stirred at 20 C for 18 h. Water (8 ml) was then added and the resulting solid collected by filtration and dried (160 mg). RXN SMILES: [OH:1][C:2]([CH3:21])([CH3:20])[C:3]#[C:4][CH2:5][C@H:6]([C:8]1[C@:9]2([CH3:19])[C@@H:14]([CH2:15][CH2:16][CH:17]=1)[C@@H:13]([OH:18])[CH2:12][CH2:11][CH2:10]2)[CH3:7].[Cr](O[Cr]([O-])(=O)=O)([O-])(=O)=O.[NH+]1C=CC=CC=1.[NH+]1C=CC=CC=1>C(Cl)Cl>[OH:1][C:2]([CH3:20])([CH3:21])[C:3]#[C:4][CH2:5][C@H:6]([C:8]1[C@:9]2([CH3:19])[C@@H:14]([CH2:15][CH2:16][CH:17]=1)[C:13](=[O:18])[CH2:12][CH2:11][CH2:10]2)[CH3:7] |f:1.2.3|. Reactants: [Cr](=O)(=O)([O-])O[Cr](=O)(=O)[O-].[NH+]1=CC=CC=C1.[NH+]1=CC=CC=C1 (pyridinium dichromate), OC(C#CC[C@@H](C)C=1[C@]2(CCC[C@@H]([C@@H]2CCC1)O)C)(C)C ((1S,4aS,8aR)-5-[(R)-5-Hydroxy-1,5-dimethyl-hex-3-ynyl]-4a-methyl-1,2,3,4,4a,7,8,8a-octahydro-naphthalen-1-ol). Run in C(Cl)Cl (CH2Cl2). Product: OC(C#CC[C@@H](C)C=1[C@]2(CCCC([C@@H]2CCC1)=O)C)(C)C ((4aS,8aR)-5-((R)-5-Hydroxy-1,5-dimethyl-hex-3-ynyl)-4a-methyl-3,4,4a,7,8,8a-hexahydro-2H-naphthalen-1-one). Reported procedure: 590 mg (2.03 mmol) of (1S,4aS,8aR)-5-[(R)-5-Hydroxy-1,5-dimethyl-hex-3-ynyl]-4a-methyl-1,2,3,4,4a,7,8,8a-octahydro-naphthalen-1-ol was dissolved in 10 ml of abs. CH2Cl2 and oxidized with 1.91 g (5.08 mmol) of pyridinium dichromate during 2 h at ambient temperature. Filtration over Celite, evaporation to dryness, and flash chromatography (SiO2, Hexane/AcOEt=7/3) produced 446 mg of the title compound as colorless oil. Isolated yield 76.2%. The reactants are Brc1ccc(C=[N+]2CCCC2)cc1, O=Cc1ccc(Br)cc1, C1CCNC1, [Cl-], c1ccc(-n2cccc2)cc1. Yields the product Brc1ccc(C(c2cccn2-c2ccccc2)N2CCCC2)cc1. RXN SMILES: [Br:13][c:14]1[cH:15][cH:16][c:17]([CH:18]=[N+:19]2[CH2:20][CH2:21][CH2:22][CH2:23]2)[cH:24][cH:25]1.[Br:26][c:27]1[cH:28][cH:29][c:30]([CH:31]=[O:32])[cH:33][cH:34]1.[CH2:35]1[CH2:36][NH:37][CH2:38][CH2:39]1.[Cl-:12].[c:1]1(-[n:7]2[cH:8][cH:9][cH:10][cH:11]2)[cH:2][cH:3][cH:4][cH:5][cH:6]1>>[c:1]1(-[n:7]2[c:8]([CH:18]([c:17]3[cH:16][cH:15][c:14]([Br:13])[cH:25][cH:24]3)[N:19]3[CH2:20][CH2:21][CH2:22][CH2:23]3)[cH:9][cH:10][cH:11]2)[cH:2][cH:3][cH:4][cH:5][cH:6]1.